This data is from the Open Reaction Database (ORD), a public repository of structured organic reaction records. The task is: describe an organic reaction: reactants, conditions, products, and yield Starting materials: C1(=CC=CC=C1)C(OC(=O)C1C(NCCS1)=O)C1=CC=CC=C1 (2-diphenylmethoxycarbonyl-3-oxothiomorpholine), C[Si](C)(C)N(C(C(F)(F)F)=O)[Si](C)(C)C (bistrimethylsilyltrifluoroacetamide), ClC(C(=O)N=C=O)(Cl)Cl (trichloroacetyl isocyanate), ClC(C(=O)N=C=O)(Cl)Cl (trichloroacetyl isocyanate). The solvent is ClCCl (dichloromethane). Conditions: time 30 minute. Product: C1(=CC=CC=C1)C(OC(=O)C1C(N(CCS1)C(N)=O)=O)C1=CC=CC=C1 (2-diphenylmethoxycarbonyl-4-carbamoyl-3-oxothiomorpholine). Isolated yield 89.6%. Reaction SMILES: [C:1]1([CH:7]([C:18]2[CH:23]=[CH:22][CH:21]=[CH:20][CH:19]=2)[O:8][C:9]([CH:11]2[S:16][CH2:15][CH2:14][NH:13][C:12]2=[O:17])=[O:10])[CH:6]=[CH:5][CH:4]=[CH:3][CH:2]=1.C[Si]([N:28]([Si](C)(C)C)[C:29](=[O:34])C(F)(F)F)(C)C.ClC(Cl)(Cl)C(N=C=O)=O>ClCCl>[C:18]1([CH:7]([C:1]2[CH:2]=[CH:3][CH:4]=[CH:5][CH:6]=2)[O:8][C:9]([CH:11]2[S:16][CH2:15][CH2:14][N:13]([C:29](=[O:34])[NH2:28])[C:12]2=[O:17])=[O:10])[CH:23]=[CH:22][CH:21]=[CH:20][CH:19]=1. Reported procedure: To a mixture of 2-diphenylmethoxycarbonyl-3-oxothiomorpholine (327 mg, 1 mM), dichloromethane (8 ml), and bistrimethylsilyltrifluoroacetamide (0.53 ml). After 30 minutes' stirring from addition of trichloroacetyl isocyanate (0.18 ml), another trichloroacetyl isocyanate (0.06 ml) is added. After another 30 minutes' stirring, the mixture is concentrated and subjected to silica gel chromatography. Fractions eluted with dichloromethane and a mixture of dichloromethane and ethyl acetate (9:1) are com... Starting materials: C1N2CN3CN1CN(C2)C3 (hexamethylenetetramine), C(CC)(=O)OCC=C(CCl)C (4-propionyloxy-2-methyl-1-chloro-2-butene), C(CC)(=O)OCC=C(CCl)C (4-propionyloxy-2-methyl-1-chloro-2-butene), C1N2CN3CN(S2(=O)=O)CN1S3(=O)=O (tetramine), ClCCCl (1,2-Dichloroethane). Solvent: O (water), O (water). Conditions: temperature 35 celsius, time 4 hour. Yields the product C(CC)(=O)OCC=C(C=O)C (4-propionyloxy-2-methyl-2-buten-1-al). Isolated yield 26.8%. Reaction SMILES: [C:1]([O:5][CH2:6][CH:7]=[C:8]([CH3:11])[CH2:9]Cl)(=[O:4])[CH2:2][CH3:3].C1N2CN3CN(C2)CN1C3.C1N2S(=O)(=O)N3CN(C2)S(=O)(=[O:29])N1C3.ClCCCl>O>[C:1]([O:5][CH2:6][CH:7]=[C:8]([CH3:11])[CH:9]=[O:29])(=[O:4])[CH2:2][CH3:3]. Procedure details: The crude 4-propionyloxy-2-methyl-1-chloro-2-butene (64.0 g, 0.362 mol) obtained in the above (i) was added to a solution of hexamethylenetetramine (50.9 g, 0.363 mol) in water (345 ml), and the mixture was stirred at 35° C. for 4 hours to prepare a tetramine salt. 1,2-Dichloroethane (200 ml) was added to the reaction mixture, and compounds insoluble in water were removed by extraction. 1,2-Dichloroethane (400 ml) was further added to the aqueous layer that had been washed, and the mixture was s... Starting materials: C(C1=CC=CC=C1)(=O)C1=C(C=CC(=C1)N)N1N=C(C=C1C(=O)OC)C(=O)OC (1-(2-Benzoyl-4-aminophenyl)-3,5-pyrazole dicarboxylic acid, dimethyl ester), cuprous chloride, cuprous chloride, Cl (hydrochloric acid), Cl (HCl), CC(=O)O (HOAc), N(=O)[O-].[Na+] (sodium nitrite), [NH4+].[OH-] (NH4OH). Run in O (H2O), O (water). Conditions: time 20 minute. Yields the product C(C1=CC=CC=C1)(=O)C1=C(C=CC(=C1)Cl)N1N=C(C=C1C(=O)OC)C(=O)OC (1-(2-Benzoyl-4-chlorophenyl)-3,5-pyrazole dicarboxylic acid, dimethyl ester). RXN SMILES: [C:1]([C:9]1[CH:14]=[C:13](N)[CH:12]=[CH:11][C:10]=1[N:16]1[C:20]([C:21]([O:23][CH3:24])=[O:22])=[CH:19][C:18]([C:25]([O:27][CH3:28])=[O:26])=[N:17]1)(=[O:8])[C:2]1[CH:7]=[CH:6][CH:5]=[CH:4][CH:3]=1.CC(O)=O.N([O-])=O.[Na+].[NH4+].[OH-].[ClH:39]>O>[C:1]([C:9]1[CH:14]=[C:13]([Cl:39])[CH:12]=[CH:11][C:10]=1[N:16]1[C:20]([C:21]([O:23][CH3:24])=[O:22])=[CH:19][C:18]([C:25]([O:27][CH3:28])=[O:26])=[N:17]1)(=[O:8])[C:2]1[CH:7]=[CH:6][CH:5]=[CH:4][CH:3]=1 |f:2.3,4.5|. Procedure: To a solution of 13.1 g. (34.5 mmol) of the final product of Example 2 in 50 ml. HOAc and 75 ml. of 3N HCl, stirred at 3°, was added dropwise so as to maintain a temperature of 3°-6°, a solution of 2.50 g. (36.3 mmol) of sodium nitrite in 25 ml. H2O. When the addition was complete, the reaction was stirred at 3° for 20 minutes. A fresh solution of cuprous chloride in concentrated hydrochloric acid (prepared from 27 g. cupric sulfate pentahydrate*) was mixed with an equal volume of water and cool...